The task is: describe an organic reaction: reactants, conditions, products, and yield. This data is from the Open Reaction Database (ORD), a public repository of structured organic reaction records. Reactants: [OH-].[Na+] (sodium hydroxide), Cl (HCl), C(C1=CC=CC=C1)OC([C@H](CC1=NC(=NO1)CCCC1=NC2=NC=CC=C2C=C1)NC(=O)OC(C)(C)C)=O (2(S)-tert-Butoxycarbonylamino-3-[3-(3-[1,8]naphthyridin-2-yl-propyl)-[1,2,4]oxadiazol-5-yl]-propionic acid benzyl ester), C1(=CC=CC=C1)S(=O)(=O)Cl (Phenylsulfonyl chloride), solid, CN1CCOCC1 (NMM). Run in C(C)(=O)OCC (ethyl acetate), O1CCOCC1 (dioxane), C(C)O (ethanol), ClCCl (dichloromethane). Reaction conditions: temperature 0 celsius, time 30 minute. Product: C1(=CC=CC=C1)S(=O)(=O)N[C@H](C(=O)O)CC1=NC(=NO1)CCCC1=NC2=NC=CC=C2C=C1 (2(S)-Benzenesulfonylamino-3-[3-(3-[1,8]naphthyridin-2-yl-propyl)-[1,2,4]oxadiazol-5-yl]-propionic acid). Reaction SMILES: Cl.C([O:9][C:10](=[O:39])[C@@H:11]([NH:31]C(OC(C)(C)C)=O)[CH2:12][C:13]1[O:17][N:16]=[C:15]([CH2:18][CH2:19][CH2:20][C:21]2[CH:30]=[CH:29][C:28]3[C:23](=[N:24][CH:25]=[CH:26][CH:27]=3)[N:22]=2)[N:14]=1)C1C=CC=CC=1.CN1CCOCC1.[C:47]1([S:53](Cl)(=[O:55])=[O:54])[CH:52]=[CH:51][CH:50]=[CH:49][CH:48]=1.[OH-].[Na+]>O1CCOCC1.C(OCC)(=O)C.C(O)C.ClCCl>[C:47]1([S:53]([NH:31][C@@H:11]([CH2:12][C:13]2[O:17][N:16]=[C:15]([CH2:18][CH2:19][CH2:20][C:21]3[CH:30]=[CH:29][C:28]4[C:23](=[N:24][CH:25]=[CH:26][CH:27]=4)[N:22]=3)[N:14]=2)[C:10]([OH:9])=[O:39])(=[O:55])=[O:54])[CH:52]=[CH:51][CH:50]=[CH:49][CH:48]=1 |f:4.5|. Procedure: A solution of 4M HCl in dioxane (20 mL) was added to 8-5 (0.7 g, 1.4 mmol). After 30 minutes, the solvent was evaporated to give a white solid. To this solid (0.3 g, 0.64 mol) was added dichloromethane (10 mL), and NMM (0.7 mL, 6.4 mmol), and the mixture was cooled to 0° C. Phenylsulfonyl chloride (0.081 mL, 0.64 mmol) was added. After 30 minutes, the mixture was diluted with ethyl acetate, washed with sat. NaHCO3, brine, and dried over MgSO4. Evaporation gave the crude ester 8-6, which was diss... Starting materials: FC1=CC=C(C=C1)C1(CCN(CC1)C(=O)OC(C)(C)C)COC(C)C=1C=C(C=C2C=NNC12)C ((±)-tert-Butyl 4-(4-fluorophenyl)-4-((1-(5-methyl-1H-indazol-7-yl)ethoxy)methyl)piperidine-1-carboxylate). The solvent is FC(C(=O)O)(F)F (trifluoroacetic acid). Reaction conditions: time 30 minute. Product: FC1=CC=C(C=C1)C1(CCNCC1)COC(C)C=1C=C(C=C2C=NNC12)C ((±)-7-(1-((4-(4-Fluorophenyl)piperidin-4-yl)methoxy)ethyl)-5-methyl-1H-indazole). RXN SMILES: [F:1][C:2]1[CH:7]=[CH:6][C:5]([C:8]2([CH2:21][O:22][CH:23]([C:25]3[CH:26]=[C:27]([CH3:34])[CH:28]=[C:29]4[C:33]=3[NH:32][N:31]=[CH:30]4)[CH3:24])[CH2:13][CH2:12][N:11](C(OC(C)(C)C)=O)[CH2:10][CH2:9]2)=[CH:4][CH:3]=1>FC(F)(F)C(O)=O>[F:1][C:2]1[CH:7]=[CH:6][C:5]([C:8]2([CH2:21][O:22][CH:23]([C:25]3[CH:26]=[C:27]([CH3:34])[CH:28]=[C:29]4[C:33]=3[NH:32][N:31]=[CH:30]4)[CH3:24])[CH2:13][CH2:12][NH:11][CH2:10][CH2:9]2)=[CH:4][CH:3]=1. Procedure details: (±)-tert-Butyl 4-(4-fluorophenyl)-4-((1-(5-methyl-1H-indazol-7-yl)ethoxy)methyl)piperidine-1-carboxylate (35 mg, 0.075 mmol) was dissolved in trifluoroacetic acid (20% in dichloromethane, 2 mL) and stirred at room temperature for 30 min. The reaction was concentrated and loaded onto a strong cation exchange cartridge in methanol. The cartridge was flushed with several volumes of methanol which were discarded. The product was eluted with 2 M ammonia in methanol and concentrated to give 24 mg (87%... Reactants: I.ClC1=C(C=NNC(SC)=N)C(=CC=C1)Cl (methyl 3-(2,6-dichlorobenzylidene)thiocarbazimidate hydroiodide), Cl (hydrogen chloride), FC(C=1C=C(CN)C=CC1)(F)F (m-(trifluoromethyl)benzylamine), [OH-].[Na+] (NaOH). Solvent: C(C)OCC (diethyl ether), C(C)O (ethanol). Yields the product Cl.ClC1=C(C=NNC(=N)N=CC2=CC(=CC=C2)C(F)(F)F)C(=CC=C1)Cl (1-(2,6-Dichlorobenzylideneamino)-3-[m-(trifluoromethyl)-benzylidene]guanidine hydrochloride). Reaction SMILES: I.[Cl:2][C:3]1[CH:15]=[CH:14][CH:13]=[C:12]([Cl:16])[C:4]=1[CH:5]=[N:6][NH:7][C:8](=[NH:11])SC.[F:17][C:18]([F:28])([F:27])[C:19]1[CH:20]=[C:21]([CH:24]=[CH:25][CH:26]=1)[CH2:22][NH2:23].[OH-].[Na+].Cl>C(OCC)C.C(O)C>[ClH:2].[Cl:2][C:3]1[CH:15]=[CH:14][CH:13]=[C:12]([Cl:16])[C:4]=1[CH:5]=[N:6][NH:7][C:8]([N:23]=[CH:22][C:21]1[CH:24]=[CH:25][CH:26]=[C:19]([C:18]([F:17])([F:27])[F:28])[CH:20]=1)=[NH:11] |f:0.1,3.4,8.9|. Reported procedure: A solution of 4.88 g. of methyl 3-(2,6-dichlorobenzylidene)thiocarbazimidate hydroiodide (U.S. Pat. No. 3,657,337) and 4.37 g. of m-(trifluoromethyl)benzylamine [F. N. Freidfelder and Y. H. Ng, J. Pharm. Sci., 54, 1204 (1965)] in 270 ml. of absolute ethanol is heated at reflux for 18 hours. The solution is cooled, made basic with 2N NaOH and the solvent is removed under reduced pressure. The yellow residue is triturated with dichloromethane and the triturate is evaporated under reduced pressure ...